This data is from the Open Reaction Database (ORD), a public repository of structured organic reaction records. The task is: describe an organic reaction: reactants, conditions, products, and yield The reactants are O (H2O), C(C)(C)(C)OC(=O)N1CCC(CC1)CC(=CCC1=CC=CC=C1)C(=O)OC(C)(C)C (4-(2-tert-Butoxycarbonyl4-phenyl-but-2-enyl)-piperidine-1-carboxylic acid tert-butyl ester), C([O-])([O-])=O.[K+].[K+] (potassium carbonate), COC1=CC=C(C=C1)CS (4-methoxy-α-toluenethiol). The solvent is CN(C)C=O (DMF), CN(C)C=O (DMF). Conditions: temperature 75 celsius. Product: C(C)(C)(C)OC(=O)N1CCC(CC1)CC(C(CC1=CC=CC=C1)SCC1=CC=C(C=C1)OC)C(=O)OC(C)(C)C (4-[2-tert-butoxycarbonyl-3-(4-methoxy-benzylsulfanyl)4-phenyl-butyl]-piperidine-1-carboxylic acid tert-butyl ester). Isolated yield 50.0%. As a reaction SMILES: [C:1]([O:5][C:6]([N:8]1[CH2:13][CH2:12][CH:11]([CH2:14][C:15]([C:24]([O:26][C:27]([CH3:30])([CH3:29])[CH3:28])=[O:25])=[CH:16][CH2:17][C:18]2[CH:23]=[CH:22][CH:21]=[CH:20][CH:19]=2)[CH2:10][CH2:9]1)=[O:7])([CH3:4])([CH3:3])[CH3:2].C(=O)([O-])[O-].[K+].[K+].[CH3:37][O:38][C:39]1[CH:44]=[CH:43][C:42]([CH2:45][SH:46])=[CH:41][CH:40]=1.O>CN(C=O)C>[C:1]([O:5][C:6]([N:8]1[CH2:13][CH2:12][CH:11]([CH2:14][CH:15]([C:24]([O:26][C:27]([CH3:30])([CH3:29])[CH3:28])=[O:25])[CH:16]([S:46][CH2:45][C:42]2[CH:43]=[CH:44][C:39]([O:38][CH3:37])=[CH:40][CH:41]=2)[CH2:17][C:18]2[CH:19]=[CH:20][CH:21]=[CH:22][CH:23]=2)[CH2:10][CH2:9]1)=[O:7])([CH3:4])([CH3:3])[CH3:2] |f:1.2.3|. Procedure details: 4-(2-tert-Butoxycarbonyl4-phenyl-but-2-enyl)-piperidine-1-carboxylic acid tert-butyl ester (0.8 g, 1.93 mmol) in DMF (10 mL) was added to a suspension of potassium carbonate (0.20 g, 1.44 mmol) ) and 4-methoxy-α-toluenethiol (0.54 mL, 3.85 mmol) in DMF (10 mL) under nitrogen. The mixture was heated to 75° C. for 24 h and allowed to cool to room temperature. The reaction mixture was then poured into H2O and extracted with ethyl acetate. The organic layers were combined and washed with water. The ... Reactants: solution, C(CCC)[Li] (n-butyllithium), BrC=1C=C2C=NNC2=CC1 (5-bromoindazole), FC(C(=O)C1=CN(C2=CC=CC=C12)C)(F)F (2,2,2-trifluoro-1-(1-methyl-1H-indol-3-yl)ethanone), ether-THF. Run in hexanes, CCOCC (ether). Run at time 5 minute. Product: FC(C(O)(C1=CN(C2=CC=CC=C12)C)C=1C=C2C=NNC2=CC1)(F)F (2,2,2-trifluoro-1-(1H-indazol-5-yl)-1-(1-methyl-1H-indol-3-yl)ethanol). The yield is 26.6%. Reaction SMILES: Br[C:2]1[CH:3]=[C:4]2[C:8](=[CH:9][CH:10]=1)[NH:7][N:6]=[CH:5]2.C([Li])CCC.[F:16][C:17]([F:31])([F:30])[C:18]([C:20]1[C:28]2[C:23](=[CH:24][CH:25]=[CH:26][CH:27]=2)[N:22]([CH3:29])[CH:21]=1)=[O:19]>CCOCC>[F:31][C:17]([F:16])([F:30])[C:18]([C:2]1[CH:3]=[C:4]2[C:8](=[CH:9][CH:10]=1)[NH:7][N:6]=[CH:5]2)([C:20]1[C:28]2[C:23](=[CH:24][CH:25]=[CH:26][CH:27]=2)[N:22]([CH3:29])[CH:21]=1)[OH:19]. Procedure details: To a chilled (−78° C.) solution of 1.5 g (7.61 mmol) of 5-bromoindazole in 15 mL ether was added 9.2 mL (23.0 mmol) of a 2.5 M solution of n-butyllithium in hexanes. After 5 minutes, the cold bath was removed and the mixture stirred 6 hours at room temperature. The mixture was cooled to −78° C. and 3.5 g (15.4 mmol) of 2,2,2-trifluoro-1-(1-methyl-1H-indol-3-yl)ethanone in 4 mL of a 1:1 mixture of ether-THF was added. The mixture was stirred overnight while warming to room temperature and was the... Reactants: O1C(CCC=C)C1 (5,6-epoxy-1-hexene), CO[SiH](OC)OC (trimethoxysilane), sodium benzophenone ketyl. Reagents/catalysts: C1=CC=C(C=C1)P(C2=CC=CC=C2)C3=CC=CC=C3.C1=CC=C(C=C1)P(C2=CC=CC=C2)C3=CC=CC=C3.C1=CC=C(C=C1)P(C2=CC=CC=C2)C3=CC=CC=C3.[Cl-].[Rh] (tris(triphenylphosphine)rhodium (I) chloride). Solvent: C1(=CC=CC=C1)C (toluene). Run at temperature 80 celsius. Product: O1C(CCCC[Si](OC)(OC)OC)C1 (5,6-Epoxyhexyltrimethoxysilane). Yield: 61.0%. As a reaction SMILES: [O:1]1[CH2:7][CH:2]1[CH2:3][CH2:4][CH:5]=[CH2:6].[CH3:8][O:9][SiH:10]([O:13][CH3:14])[O:11][CH3:12]>C1C=CC(P(C2C=CC=CC=2)C2C=CC=CC=2)=CC=1.C1C=CC(P(C2C=CC=CC=2)C2C=CC=CC=2)=CC=1.C1C=CC(P(C2C=CC=CC=2)C2C=CC=CC=2)=CC=1.[Cl-].[Rh].C1(C)C=CC=CC=1>[O:1]1[CH2:7][CH:2]1[CH2:3][CH2:4][CH2:5][CH2:6][Si:10]([O:13][CH3:14])([O:11][CH3:12])[O:9][CH3:8] |f:2.3.4.5.6|. Reported procedure: In a 100 mL round-bottom flask were placed 8.5 mL of 5,6-epoxy-1-hexene (0.1 moles), 1.5 equivalents of trimethoxysilane (17 mL), 30 mL of toluene dried by refluxing with sodium benzophenone ketyl, and 3 mg of tris(triphenylphosphine)rhodium (I) chloride. The resulting light purple solution was stirred and heated at 80° C. for 12 hours. The solvent was removed under reduced pressure, and the resulting oil subjected to fractional vacuum distillation. 5,6-Epoxyhexyltrimethoxysilane was obtained (1...